This data is from the Open Reaction Database (ORD), a public repository of structured organic reaction records. The task is: describe an organic reaction: reactants, conditions, products, and yield Starting materials: Cc1ccccc1, O=C(O)c1cc(Oc2ccc(C(F)(F)F)cc2Cl)ccc1[N+](=O)[O-], O=S(Cl)Cl. The product is O=C(Cl)c1cc(Oc2ccc(C(F)(F)F)cc2Cl)ccc1[N+](=O)[O-]. Reaction SMILES: [CH3:29][c:30]1[cH:31][cH:32][cH:33][cH:34][cH:35]1.[N+:1](=[O:2])([O-:3])[c:4]1[c:5]([C:6](=[O:7])[OH:8])[cH:9][c:10]([O:13][c:14]2[c:15]([Cl:24])[cH:16][c:17]([C:20]([F:21])([F:22])[F:23])[cH:18][cH:19]2)[cH:11][cH:12]1.[S:25]([Cl:26])([Cl:27])=[O:28]>>[N+:1](=[O:2])([O-:3])[c:4]1[c:5]([C:6](=[O:7])[Cl:27])[cH:9][c:10]([O:13][c:14]2[c:15]([Cl:24])[cH:16][c:17]([C:20]([F:21])([F:22])[F:23])[cH:18][cH:19]2)[cH:11][cH:12]1.